From a dataset of the Open Reaction Database (ORD), a public repository of structured organic reaction records. describe an organic reaction: reactants, conditions, products, and yield Starting materials: ClC1=C(CN2CCN(CC2)CC(=O)OCC)C(=CC=C1)F (Ethyl 2-(4-(2-chloro-6-fluorobenzyl)piperazin-1-yl)acetate), NN (hydrazine). Run in C(C)O (ethanol). Yields the product ClC1=C(CN2CCN(CC2)CC(=O)NN)C(=CC=C1)F (2-(4-(2-chloro-6-fluorobenzyl)piperazin-1-yl)acetohydrazide). RXN SMILES: [Cl:1][C:2]1[CH:20]=[CH:19][CH:18]=[C:17]([F:21])[C:3]=1[CH2:4][N:5]1[CH2:10][CH2:9][N:8]([CH2:11][C:12](OCC)=[O:13])[CH2:7][CH2:6]1.[NH2:22][NH2:23]>C(O)C>[Cl:1][C:2]1[CH:20]=[CH:19][CH:18]=[C:17]([F:21])[C:3]=1[CH2:4][N:5]1[CH2:10][CH2:9][N:8]([CH2:11][C:12]([NH:22][NH2:23])=[O:13])[CH2:7][CH2:6]1. Procedure details: Synthesized according to General Procedure C: 6{7} (8.65 g, 27.5 mmol, 1 equiv.), anhydrous hydrazine (2.6 mL, 82.4 mmol, 3 equiv.), ethanol (37.9 mL). Purification by silica gel column chromatography (4:1 EtOAc:MeOH) afforded 1{7} (8.27 g, 92%) as a white solid. 1H-NMR (400 MHz, CDCl3): δ 8.14 (br s, 1H) 7.22-7.15 (m, 2H), 6.99-6.94 (m, 1H), 3.83 (br s, 2H) 3.70 (d, 2H, J=2.0 Hz), 3.04 (s, 2H), 2.55 (br s, 4H), 2.50 (br s, 4H). 13C-NMR (100 MHz, CDCl3): δ 170.5, 162.0 (d, JC-F=247.6 Hz), 136.5 ... The reactants are C=CC1(OCc2ccccc2)C(COCc2ccccc2)OC(OC(C)=O)C1OC(C)=O, CC#N, C[Si](C)(C)OS(=O)(=O)C(F)(F)F, Cc1c[nH]c(=O)[nH]c1=O. Product: C=CC1(OCc2ccccc2)C(COCc2ccccc2)OC(n2cc(C)c(=O)[nH]c2=O)C1OC(C)=O. Reaction SMILES: [C:1]([O:2][CH:5]1[CH:6]([O:7][C:8]([CH3:9])=[O:10])[C:11]([O:12][CH2:13][c:14]2[cH:15][cH:16][cH:17][cH:18][cH:19]2)([CH:31]=[CH2:32])[CH:20]([CH2:22][O:23][CH2:24][c:25]2[cH:26][cH:27][cH:28][cH:29][cH:30]2)[O:21]1)(=[O:3])[CH3:4].[CH3:54][C:55]#[N:56].[S:42]([O:43][Si:44]([CH3:45])([CH3:46])[CH3:47])([C:48]([F:49])([F:50])[F:51])(=[O:52])=[O:53].[nH:33]1[c:34](=[O:35])[nH:36][c:37](=[O:38])[c:39]([CH3:40])[cH:41]1>>[CH:5]1([n:33]2[c:34](=[O:35])[nH:36][c:37](=[O:38])[c:39]([CH3:40])[cH:41]2)[CH:6]([O:7][C:8]([CH3:9])=[O:10])[C:11]([O:12][CH2:13][c:14]2[cH:15][cH:16][cH:17][cH:18][cH:19]2)([CH:31]=[CH2:32])[CH:20]([CH2:22][O:23][CH2:24][c:25]2[cH:26][cH:27][cH:28][cH:29][cH:30]2)[O:21]1.